This data is from the Open Reaction Database (ORD), a public repository of structured organic reaction records. The task is: describe an organic reaction: reactants, conditions, products, and yield Starting materials: CCN=C=S, Nc1cnc2ccc(Cl)nc2n1, Cl, [H-], [Na+], CN(C)C=O, O. The product is CCNC(=S)Nc1cnc2ccc(Cl)nc2n1. As a reaction SMILES: [CH2:15]([CH3:16])[N:17]=[C:18]=[S:19].[Cl:1][c:2]1[cH:3][cH:4][c:5]2[c:6]([n:7][c:8]([NH2:11])[cH:9][n:10]2)[n:12]1.[ClH:20].[H-:14].[Na+:13].[O:21]=[CH:22][N:23]([CH3:24])[CH3:25].[OH2:26]>>[Cl:1][c:2]1[cH:3][cH:4][c:5]2[c:6]([n:7][c:8]([NH:11][C:18]([NH:17][CH2:15][CH3:16])=[S:19])[cH:9][n:10]2)[n:12]1. Starting materials: C(C=C)N1S(C(C(C2=C1C=CC(=C2)SC)=O)(C)C)(=O)=O (1-(prop-2-en-1-yl)-3,3-dimethyl-6-methylthio-1H-2,1-benzothiazine-4-(3H)-one 2,2-dioxide), [BH4-].[Na+] (sodium borohydride). Run in CO (methanol). Conditions: time 8 hour. Product: CC1(S(N(C2=C(C1O)C=C(C=C2)SC)CC=C)(=O)=O)C (3,4-dihydro-3,3-dimethyl-6-methylthio-1-(prop-2-en-1-yl)-1H-2,1-benzothiazin-4-ol 2,2-dioxide). Yield: 95.7%. Reaction SMILES: [CH2:1]([N:4]1[C:9]2[CH:10]=[CH:11][C:12]([S:14][CH3:15])=[CH:13][C:8]=2[C:7](=[O:16])[C:6]([CH3:18])([CH3:17])[S:5]1(=[O:20])=[O:19])[CH:2]=[CH2:3].[BH4-].[Na+]>CO>[CH3:17][C:6]1([CH3:18])[CH:7]([OH:16])[C:8]2[CH:13]=[C:12]([S:14][CH3:15])[CH:11]=[CH:10][C:9]=2[N:4]([CH2:1][CH:2]=[CH2:3])[S:5]1(=[O:20])=[O:19] |f:1.2|. Procedure details: 1-(prop-2-en-1-yl)-3,3-dimethyl-6-methylthio-1H-2,1-benzothiazine-4-(3H)-one 2,2-dioxide (2 g; 0.006 mol) was dissolved in methanol (40 mL) and sodium borohydride (0.45 g; 0.012 mol) was added in one portion. After the initial effervescence, the reaction was left stirring overnight. The solvent was removed under vaccuo, water added and the product extracted with chloroform. After washing the organic extracts with water, drying over magnesium sulphate and filtering, the product was isolated as a ... Reactants: C(C)(C)(C)OC(=O)N1CC(N(CC1)CC1=CC(=CC=C1)C1=NC(=NC=C1)Cl)CCC (4-[3-(2-Chloro-pyrimidin-4-yl)-benzyl]-3-propyl-piperazine-1-carboxylic acid tert-butyl ester), NCCC1=CC=C(C=C1)O (tyramine), 432. The product is C(CC)C1N(CCNC1)CC=1C=C(C=CC1)C1=NC(=NC=C1)NCCC1=CC=C(C=C1)O (4-(2-{4-[3-(2-Propyl-piperazin-1-ylmethyl)-phenyl]-pyrimidin-2-ylamino}-ethyl)-phenol). As a reaction SMILES: C(OC([N:8]1[CH2:13][CH2:12][N:11]([CH2:14][C:15]2[CH:20]=[CH:19][CH:18]=[C:17]([C:21]3[CH:26]=[CH:25][N:24]=[C:23](Cl)[N:22]=3)[CH:16]=2)[CH:10]([CH2:28][CH2:29][CH3:30])[CH2:9]1)=O)(C)(C)C.[NH2:31][CH2:32][CH2:33][C:34]1[CH:39]=[CH:38][C:37]([OH:40])=[CH:36][CH:35]=1>>[CH2:28]([CH:10]1[CH2:9][NH:8][CH2:13][CH2:12][N:11]1[CH2:14][C:15]1[CH:16]=[C:17]([C:21]2[CH:26]=[CH:25][N:24]=[C:23]([NH:31][CH2:32][CH2:33][C:34]3[CH:39]=[CH:38][C:37]([OH:40])=[CH:36][CH:35]=3)[N:22]=2)[CH:18]=[CH:19][CH:20]=1)[CH2:29][CH3:30]. Procedure details: Intermediate 131 was coupled with tyramine following procedure F. The product was deprotected following procedure G. LC-MS showed the product had the expected M+H+ of 432. 1H NMR (Varian 300 MHz, CD3OD, shifts relative to the solvent peak at 3.3 ppm) δ 8.35 (s, 1H) 8.29 (d, 2H) 8. 7.81 (d, 1H) 7.68 (t, 1H) 7.49 (d, 1H) 7.2-7.2 (m, 3H) 6.68 (d, 2H) 4.8 (d, 1H) 4.17 (d, 1H) 3.85 (br s, 2H) 3.68 (d, 1H) 3.1-3.6 (m, 6H) 2.9 (t, 2H) 2.2 (m, 1H) 1.9 (m, 1H) 1.38-1.65 (m, 1H) 1.05 (t, 3H). The reactants are C(C1=CC=CC=C1)OC1=CC=C(C=C1)C=1N(C(=CC1)C)CCCOC1=CC=C(C=C1)CC1=CC=CC=C1 (2-(4-benzyloxyphenyl)-1-[3-(4-benzylphenoxy)propyl]-5-methyl-1H-pyrrole). Reagents/catalysts: [C].[Pd] (palladium carbon). Solvent: C(C)O (ethanol), O1CCCC1 (tetrahydrofuran). Reaction conditions: time 4 hour. The product is C(C1=CC=CC=C1)C1=CC=C(OCCCN2C(=CC=C2C)C2=CC=C(C=C2)O)C=C1 (4-{1-[3-(4-Benzylphenoxy)propyl]-5-methyl-1H-pyrrol-2-yl}phenol). Isolated yield 98.0%. RXN SMILES: C([O:8][C:9]1[CH:14]=[CH:13][C:12]([C:15]2[N:16]([CH2:21][CH2:22][CH2:23][O:24][C:25]3[CH:30]=[CH:29][C:28]([CH2:31][C:32]4[CH:37]=[CH:36][CH:35]=[CH:34][CH:33]=4)=[CH:27][CH:26]=3)[C:17]([CH3:20])=[CH:18][CH:19]=2)=[CH:11][CH:10]=1)C1C=CC=CC=1>C(O)C.O1CCCC1.[C].[Pd]>[CH2:31]([C:28]1[CH:29]=[CH:30][C:25]([O:24][CH2:23][CH2:22][CH2:21][N:16]2[C:17]([CH3:20])=[CH:18][CH:19]=[C:15]2[C:12]2[CH:11]=[CH:10][C:9]([OH:8])=[CH:14][CH:13]=2)=[CH:26][CH:27]=1)[C:32]1[CH:33]=[CH:34][CH:35]=[CH:36][CH:37]=1 |f:3.4|. Procedure details: To a solution of 2-(4-benzyloxyphenyl)-1-[3-(4-benzylphenoxy)propyl]-5-methyl-1H-pyrrole (1.15 g, 2.26 mmol) in ethanol (60 ml) and tetrahydrofuran (30 ml) was added 10% palladium carbon (200 mg) and the mixture was stirred for 4 hours under hydrogen atmosphere. The insoluble matter was filtered out and the filtrate was concentrated to give the object compound as an oily substance. 920 mg (yield: 98.0%) Starting materials: C(C)(=O)NCCC1=CC=C(C(=O)O)C=C1 (4-(2-acetylaminoethyl)-benzoic acid), [OH-].[Na+] (sodium hydroxide), C(C)(=O)[O-].[Na+] (sodium acetate), Cl (hydrochloric acid), ClC=1C=C(CCl)C=CC1 (3-chlorobenzyl chloride), solution, NCCC1=CC=C(C(=O)O)C=C1.[Na] (4-(2-aminoethyl)-benzoic acid sodium). Solvent: CC(=O)C (acetone), O (water), CC(=O)C (acetone). Conditions: time 1 hour. The product is 3-chloro-benzamido, C(C1=CC=CC=C1)(=O)O (benzoic acid). RXN SMILES: NCC[C:4]1[CH:12]=[CH:11][C:7]([C:8]([OH:10])=[O:9])=[CH:6][CH:5]=1.[Na].C([O-])(=O)C.[Na+].C(NCCC1C=CC(C(O)=O)=CC=1)(=O)C.[OH-].[Na+].ClC1C=C(C=CC=1)CCl.Cl>O.CC(C)=O>[C:8]([OH:10])(=[O:9])[C:7]1[CH:11]=[CH:12][CH:4]=[CH:5][CH:6]=1 |f:0.1,2.3,5.6,^1:12|. Reported procedure: 50 ml of a 1-molar solution of 4-(2-aminoethyl)-benzoic acid-sodium, which contained, in addition, 0.05 mole of sodium acetate and which had been prepared by saponification of 4-(2-acetylaminoethyl)-benzoic acid with sodium hydroxide solution, was combined with 50 ml of acetone and then with the solution of 9 g of 3-chlorobenzyl chloride in a small amount of acetone. The whole was stirred for about 1 hour, water and hydrochloric acid were added, filtered off with suction and the product was recr... Starting materials: CC(=O)c1ccc(C#N)cc1, CC(C)(C)C[Mg+], C1CCOC1, CCOCC, CCOCC, [Cl-]. Yields the product CC(C)(C)CC(C)(O)c1ccc(C#N)cc1. As a reaction SMILES: [C:1]([CH3:2])(=[O:3])[c:4]1[cH:5][cH:6][c:7]([C:8]#[N:9])[cH:10][cH:11]1.[CH2:13]([C:14]([CH3:15])([CH3:16])[CH3:17])[Mg+:18].[CH2:29]1[O:30][CH2:31][CH2:32][CH2:33]1.[CH3:19][CH2:20][O:21][CH2:22][CH3:23].[CH3:24][CH2:25][O:26][CH2:27][CH3:28].[Cl-:12]>>[C:1]([CH3:2])([OH:3])([c:4]1[cH:5][cH:6][c:7]([C:8]#[N:9])[cH:10][cH:11]1)[CH2:13][C:14]([CH3:15])([CH3:16])[CH3:17]. The reactants are ClCCl, COc1cc(-c2cn(C3CCCC3)c3ncnc(N)c23)ccc1N, O=C(Cl)Cc1ccccc1, O=S(=O)(Cl)Cc1ccccc1, c1ccncc1. The product is COc1cc(-c2cn(C3CCCC3)c3ncnc(N)c23)ccc1NC(=O)Cc1ccccc1. As a reaction SMILES: [Cl:52][CH2:53][Cl:54].[NH2:1][c:2]1[c:3]([O:23][CH3:24])[cH:4][c:5](-[c:8]2[cH:9][n:10]([CH:18]3[CH2:19][CH2:20][CH2:21][CH2:22]3)[c:11]3[n:12][cH:13][n:14][c:15]([NH2:17])[c:16]23)[cH:6][cH:7]1.[c:31]1([CH2:37][C:38](=[O:39])[Cl:40])[cH:32][cH:33][cH:34][cH:35][cH:36]1.[c:41]1([CH2:42][S:43]([Cl:44])(=[O:45])=[O:46])[cH:47][cH:48][cH:49][cH:50][cH:51]1.[cH:25]1[cH:26][cH:27][n:28][cH:29][cH:30]1>>[NH:1]([c:2]1[c:3]([O:23][CH3:24])[cH:4][c:5](-[c:8]2[cH:9][n:10]([CH:18]3[CH2:19][CH2:20][CH2:21][CH2:22]3)[c:11]3[n:12][cH:13][n:14][c:15]([NH2:17])[c:16]23)[cH:6][cH:7]1)[C:38]([CH2:37][c:31]1[cH:32][cH:33][cH:34][cH:35][cH:36]1)=[O:39]. Reactants: [N+](=O)([O-])C=1C=C(C=CC1)S(=O)(=O)[O-].[Na+] (sodium m-nitrobenzenesulfonate), [Br-].C[N+](CCOC1=CC=CC=C1)(C)CC1=CC=CC=C1 (N,N-dimethyl-N-(2-phenoxyethyl)benzylammonium bromide). Run in O (water), O (water). Yields the product [N+](=O)([O-])C=1C=C(C=CC1)S(=O)(=O)[O-].C[N+](CCOC1=CC=CC=C1)(C)CC1=CC=CC=C1 (N,N-Dimethyl-N-(2-phenoxyethyl)benzylammonium m-Nitrobenzenesulfonate). RXN SMILES: [N+:1]([C:4]1[CH:5]=[C:6]([S:10]([O-:13])(=[O:12])=[O:11])[CH:7]=[CH:8][CH:9]=1)([O-:3])=[O:2].[Na+].[Br-].[CH3:16][N+:17]([CH2:28][C:29]1[CH:34]=[CH:33][CH:32]=[CH:31][CH:30]=1)([CH3:27])[CH2:18][CH2:19][O:20][C:21]1[CH:26]=[CH:25][CH:24]=[CH:23][CH:22]=1>O>[N+:1]([C:4]1[CH:5]=[C:6]([S:10]([O-:13])(=[O:11])=[O:12])[CH:7]=[CH:8][CH:9]=1)([O-:3])=[O:2].[CH3:27][N+:17]([CH2:28][C:29]1[CH:34]=[CH:33][CH:32]=[CH:31][CH:30]=1)([CH3:16])[CH2:18][CH2:19][O:20][C:21]1[CH:26]=[CH:25][CH:24]=[CH:23][CH:22]=1 |f:0.1,2.3,5.6|. Procedure details: A solution of 22.52 grams (0.10 mol) of sodium m-nitrobenzenesulfonate in 100 milliters of water was added to a warm solution of 33.63 grams (0.10 mol) of N,N-dimethyl-N-(2-phenoxyethyl)benzylammonium bromide in 100 milliters of water. An oily precipitate formed which crystallized on standing. The solid was collected, washed with water and then with ether. The solid was dissolved in methylene chloride. The water layer was separated and the organic layer was dried over magnesium sulfate and conce...